Dataset: the Open Reaction Database (ORD), a public repository of structured organic reaction records. Task: describe an organic reaction: reactants, conditions, products, and yield Starting materials: O (water), Cl (HCl), C(C)OC(=O)C1=NC(=C(N=C1N)C(F)(F)F)Cl (3-amino-6-chloro-5-trifluoromethyl-pyrazine-2-carboxylic acid ethyl ester), C(C)OC(=O)C1=NC(=C(N=C1N)C(F)(F)F)Cl (3-amino-6-chloro-5-trifluoromethyl-pyrazine-2-carboxylic acid ethyl ester), [OH-].[Na+] (NaOH). Run in C(C)O (ethanol). Conditions: time 10 minute. Yields the product NC=1C(=NC(=C(N1)C(F)(F)F)Cl)C(=O)O (3-Amino-6-chloro-5-trifluoromethyl-pyrazine-2-carboxylic acid). As a reaction SMILES: C([O:3][C:4]([C:6]1[C:11]([NH2:12])=[N:10][C:9]([C:13]([F:16])([F:15])[F:14])=[C:8]([Cl:17])[N:7]=1)=[O:5])C.[OH-].[Na+].O.Cl>C(O)C>[NH2:12][C:11]1[C:6]([C:4]([OH:5])=[O:3])=[N:7][C:8]([Cl:17])=[C:9]([C:13]([F:14])([F:16])[F:15])[N:10]=1 |f:1.2|. Procedure: To a stirring solution of 3-amino-6-chloro-5-trifluoromethyl-pyrazine-2-carboxylic acid ethyl ester (Intermediate 7A) (165 mg, 0.612 mmol) in dry ethanol (10 ml), 2M NaOH (0.306 ml, 0.612 mmol) was added. After stirring at RT for 10 minutes, the reaction mixture was poured into water (30 ml) and the pH taken to 6 with the addition of 1M HCl. The product was extracted with EtOAc (2×30 ml). The organics were combined and washed with brine (20 ml), dried (MgSO4) and concentrated in vacuo. The crude... Starting materials: Cc1ccccc1, Cc1ccc(C(C)(C)C)cc1Cc1ccccc1Cl, Cc1cc(C(C)(C)C)ccc1Cc1ccccc1Cl, Cl[Fe](Cl)Cl. Yields the product Cc1ccccc1Cc1ccccc1Cl. RXN SMILES: [CH3:39][c:40]1[cH:41][cH:42][cH:43][cH:44][cH:45]1.[Cl:1][c:2]1[c:3]([CH2:4][c:5]2[c:6]([CH3:15])[cH:7][cH:8][c:9]([C:11]([CH3:12])([CH3:13])[CH3:14])[cH:10]2)[cH:16][cH:17][cH:18][cH:19]1.[Cl:20][c:21]1[cH:22][cH:23][cH:24][cH:25][c:26]1[CH2:27][c:28]1[cH:29][cH:30][c:31]([C:32]([CH3:33])([CH3:34])[CH3:35])[cH:36][c:37]1[CH3:38].[Cl:46][Fe:47]([Cl:48])[Cl:49]>>[Cl:1][c:2]1[c:3]([CH2:4][c:5]2[c:6]([CH3:15])[cH:7][cH:8][cH:9][cH:10]2)[cH:16][cH:17][cH:18][cH:19]1. The reactants are CCOC(=O)C1=C(OC)c2ccccc2CCC1, C[Mg+], CCOCC, [Cl-], [I-], [NH4+], C1CCOC1. Yields the product CCOC(=O)C1=C(C)c2ccccc2CCC1. RXN SMILES: [CH3:1][O:2][C:3]1=[C:4]([C:14](=[O:15])[O:16][CH2:17][CH3:18])[CH2:5][CH2:6][CH2:7][c:8]2[c:9]1[cH:10][cH:11][cH:12][cH:13]2.[CH3:20][Mg+:21].[CH3:22][CH2:23][O:24][CH2:25][CH3:26].[Cl-:27].[I-:19].[NH4+:28].[O:29]1[CH2:30][CH2:31][CH2:32][CH2:33]1>>[C:3]1([CH3:22])=[C:4]([C:14](=[O:15])[O:16][CH2:17][CH3:18])[CH2:5][CH2:6][CH2:7][c:8]2[c:9]1[cH:10][cH:11][cH:12][cH:13]2. Reactants: Cl (HCl), FC1=CC=C(C=C1)N1N=CC(=C1)C1=CC=C(C=C1)[C@H]1CN(CCO1)C(=O)OC(C)(C)C ((S)-tert-Butyl 2-(4-(1-(4-fluorophenyl)-1H-pyrazol-4-yl)phenyl)morpholine-4-carboxylate), CCOCC (ether). Run in O1CCOCC1 (dioxane), O1CCOCC1 (dioxane). Conditions: temperature 60 celsius, time 8 hour. Product: Cl.FC1=CC=C(C=C1)N1N=CC(=C1)C1=CC=C(C=C1)[C@H]1CNCCO1 ((S)-2-(4-(1-(4-fluorophenyl)-1H-pyrazol-4-yl)phenyl)morpholine hydrochloride). Isolated yield 99.0%. As a reaction SMILES: [F:1][C:2]1[CH:7]=[CH:6][C:5]([N:8]2[CH:12]=[C:11]([C:13]3[CH:18]=[CH:17][C:16]([C@@H:19]4[O:24][CH2:23][CH2:22][N:21](C(OC(C)(C)C)=O)[CH2:20]4)=[CH:15][CH:14]=3)[CH:10]=[N:9]2)=[CH:4][CH:3]=1.[ClH:32].CCOCC>O1CCOCC1>[ClH:32].[F:1][C:2]1[CH:7]=[CH:6][C:5]([N:8]2[CH:12]=[C:11]([C:13]3[CH:14]=[CH:15][C:16]([C@@H:19]4[O:24][CH2:23][CH2:22][NH:21][CH2:20]4)=[CH:17][CH:18]=3)[CH:10]=[N:9]2)=[CH:4][CH:3]=1 |f:4.5|. Reported procedure: (S)-tert-Butyl 2-(4-(1-(4-fluorophenyl)-1H-pyrazol-4-yl)phenyl)morpholine-4-carboxylate (45 mg, 0.106 mmol) was dissolved in dioxane (0.2 ml) and a solution of HCl in dioxane (4M, 0.4 ml, 1.59 mmol) was added. The reaction mixture was stirred at 60° C. overnight. After cooling ether (2 ml) was added and the solid was filtered off. It was washed with ether and dried in vacuo to afford (S)-2-(4-(1-(4-fluorophenyl)-1H-pyrazol-4-yl)phenyl)morpholine hydrochloride (38 mg, 99%) as a white solid. MS (I... Starting materials: C(C)OC(C)=O (acetic acid ethyl ester), C(C#C)N1CCOCC1 (4-prop-2-ynyl-morpholine), C(C)OC(COC1=C(C=C(C=C1)SC1=CC(=CC(=C1)C#CC1=CC=C(C=C1)CO)OCCC1=CC=C(C=C1)Cl)C)=O ({4-[3-[2-(4-Chloro-phenyl)ethoxy]-5-(4-hydroxymethyl-phenylethynyl)-phenylsulfanyl]-2-methyl-phenoxy}-acetic acid ethyl ester). Product: C(C)OC(COC1=C(C=C(C=C1)SC1=CC(=CC(=C1)C#CCN1CCOCC1)OCC(CC)CC)C)=O ({4-[3-(2-Ethyl-butoxy)-5-(3-morpholin-4-yl-prop-1-ynyl)-phenylsulfanyl]-2-methyl-phenoxy}-acetic Acid Ethyl Ester). RXN SMILES: [CH2:1](OC(=O)C)[CH3:2].[CH2:7]([N:10]1[CH2:15][CH2:14][O:13][CH2:12][CH2:11]1)[C:8]#[CH:9].[CH2:16]([O:18][C:19](=[O:56])[CH2:20][O:21][C:22]1[CH:27]=[CH:26][C:25]([S:28][C:29]2[CH:34]=[C:33](C#CC3C=CC(CO)=CC=3)[CH:32]=[C:31]([O:45][CH2:46][CH2:47][C:48]3[CH:53]=CC(Cl)=CC=3)[CH:30]=2)=[CH:24][C:23]=1[CH3:55])[CH3:17]>>[CH2:16]([O:18][C:19](=[O:56])[CH2:20][O:21][C:22]1[CH:27]=[CH:26][C:25]([S:28][C:29]2[CH:34]=[C:33]([C:9]#[C:8][CH2:7][N:10]3[CH2:15][CH2:14][O:13][CH2:12][CH2:11]3)[CH:32]=[C:31]([O:45][CH2:46][CH:47]([CH2:1][CH3:2])[CH2:48][CH3:53])[CH:30]=2)=[CH:24][C:23]=1[CH3:55])[CH3:17]. Reported procedure: The title product was prepared from 4-(3-Bromo-5-cyclopentyloxy-phenylsulfanyl)-2-methyl-phenoxy]-acetic acid ethyl ester (200 mg; 0.42 mmol) and 4-prop-2-ynyl-morpholine (156.0 mg; 1.26 mmol) applying the procedure described for {4-[3-[2-(4-Chloro-phenyl)ethoxy]-5-(4-hydroxymethyl-phenylethynyl)-phenylsulfanyl]-2-methyl-phenoxy}-acetic acid ethyl ester. The crude product was purified by preparative HPLC (method B). Yield: 210 mg (95%). HPLC-MS: m/z: 526.2 (M+H)+; Rt: 2.23 min The reactants are CO, O=Cc1ccccc1, NN, O. The product is NN=Cc1ccccc1. RXN SMILES: [CH3:12][OH:13].[CH:4](=[O:5])[c:6]1[cH:7][cH:8][cH:9][cH:10][cH:11]1.[NH2:2][NH2:3].[OH2:1]>>[N:2]([NH2:3])=[CH:4][c:6]1[cH:7][cH:8][cH:9][cH:10][cH:11]1. The reactants are CCOC(=NC#N)C(C)(C)Oc1ccccc1, CCO, CN(C)c1ccncc1, NC(=O)C12CCC(N)(CC1)C2. Yields the product CC(C)(Oc1ccccc1)C(=NC#N)NC12CCC(C(N)=O)(CC1)C2. Reaction SMILES: [C:1](#[N:2])[N:3]=[C:4]([C:5]([CH3:6])([O:7][c:8]1[cH:9][cH:10][cH:11][cH:12][cH:13]1)[CH3:14])[O:15][CH2:16][CH3:17].[CH3:29][CH2:30][OH:31].[CH3:32][N:33]([CH3:34])[c:35]1[cH:36][cH:37][n:38][cH:39][cH:40]1.[NH2:18][C:19]12[CH2:20][CH2:21][C:22]([C:26](=[O:27])[NH2:28])([CH2:23][CH2:24]1)[CH2:25]2>>[C:1](#[N:2])[N:3]=[C:4]([C:5]([CH3:6])([O:7][c:8]1[cH:9][cH:10][cH:11][cH:12][cH:13]1)[CH3:14])[NH:18][C:19]12[CH2:20][CH2:21][C:22]([C:26](=[O:27])[NH2:28])([CH2:23][CH2:24]1)[CH2:25]2.